This data is from the Open Reaction Database (ORD), a public repository of structured organic reaction records. The task is: describe an organic reaction: reactants, conditions, products, and yield Starting materials: P(Br)(Br)Br (Phosphorus tribromide), ClC1=C(C(=C(CO)C=C1[N+](=O)[O-])C)[N+](=O)[O-] (4-chloro-2-methyl-3,5-dinitrobenzyl alcohol), O (water). Run in C1=CC=CC=C1 (benzene). Reaction conditions: time 8 hour. Product: BrCC=1C(=CC(=C(C1[N+](=O)[O-])Cl)[N+](=O)[O-])C (α'-Bromo-4-chloro-3,5-dinitro-o-xylene). The yield is 91.1%. RXN SMILES: P(Br)(Br)[Br:2].[Cl:5][C:6]1[C:13]([N+:14]([O-:16])=[O:15])=[CH:12][C:9]([CH2:10]O)=[C:8]([CH3:17])[C:7]=1[N+:18]([O-:20])=[O:19].O>C1C=CC=CC=1>[Br:2][CH2:17][C:8]1[C:9]([CH3:10])=[CH:12][C:13]([N+:14]([O-:16])=[O:15])=[C:6]([Cl:5])[C:7]=1[N+:18]([O-:20])=[O:19]. Reported procedure: Phosphorus tribromide (18.0 g; 0.067 mol) is added dropwise at 10° C. to a stirred slurry of 4-chloro-2-methyl-3,5-dinitrobenzyl alcohol (50.0 g; 0.20 mol) in benzene (100 ml). The reaction mixture is allowed to warm to room temperature and then heated to reflux for 5 hours. After standing at room temperature overnight, the mixture is poured into water and extracted with ether. Insoluble material present is collected and dried to yield 18.9 g solid, melting point 115°-120° C. Removal of the ethe... The reactants are [H-].[Na+] (NaH), C1(=CC=CC=C1)C=1NC=CN1 (2-phenylimidazole), BrCC1CCC(C1)CC(=O)OC(C)(C)C (tert-butyl 4-bromomethyl-2-cyclopentyl-acetate). Solvent: CN(C)C=O (DMF). Conditions: time 8 hour. The product is C1(CCCC1)C(C(=O)OC(C)(C)C)C1=CC=C(C=C1)CN1C(=NC=C1)C1=CC=CC=C1 (tert-Butyl 2- cyclopentyl-2-[4-(2-phenyl- imidazol-1-yl-methyl)phenyl]acetate). Reaction SMILES: [C:1]1([C:7]2[NH:8][CH:9]=[CH:10][N:11]=2)[CH:6]=[CH:5][CH:4]=[CH:3][CH:2]=1.[H-].[Na+].BrC[CH:16]1[CH2:20][CH:19]([CH2:21][C:22]([O:24][C:25]([CH3:28])([CH3:27])[CH3:26])=[O:23])[CH2:18][CH2:17]1>CN(C=O)C>[CH:19]1([CH:21]([C:4]2[CH:5]=[CH:6][C:1]([CH2:7][N:11]3[CH:10]=[CH:9][N:8]=[C:7]3[C:1]3[CH:2]=[CH:3][CH:4]=[CH:5][CH:6]=3)=[CH:2][CH:3]=2)[C:22]([O:24][C:25]([CH3:26])([CH3:27])[CH3:28])=[O:23])[CH2:18][CH2:17][CH2:16][CH2:20]1 |f:1.2|. Procedure: 1.44 g (10 mmol) of 2-phenylimidazole are dissolved in 10 ml of DMF, deprotonated (50° C.) using 330 mg (11 mmol) of NaH (80% strength) and the solution is then treated with 3.5 g (10 mmol) of tert-butyl 4-bromomethyl-2-cyclopentyl-acetate (DE 42 00 954 A1) and stirred overnight at RT. It is concentrated, the residue is dissolved in CH2Cl2, the solution is washed with H2O and concentrated and the residue is chromatographed on silica gel (cyclohexane/EA=8:2). The reactants are CCCCC([Sn])=C(CCCC)CCCC, Nc1nccc(Oc2ccc([N+](=O)[O-])cc2F)c1I. Product: C=Cc1c(Oc2ccc([N+](=O)[O-])cc2F)ccnc1N. RXN SMILES: [CH2:20]([CH2:21][CH2:33][CH3:34])[C:22]([Sn:23])=[C:24]([CH2:25][CH2:26][CH2:27][CH3:28])[CH2:29][CH2:30][CH2:31][CH3:32].[F:1][c:2]1[c:3]([O:4][c:5]2[c:6]([I:12])[c:7]([NH2:11])[n:8][cH:9][cH:10]2)[cH:13][cH:14][c:15]([N+:17](=[O:18])[O-:19])[cH:16]1>>[F:1][c:2]1[c:3]([O:4][c:5]2[c:6]([CH:20]=[CH2:21])[c:7]([NH2:11])[n:8][cH:9][cH:10]2)[cH:13][cH:14][c:15]([N+:17](=[O:18])[O-:19])[cH:16]1. Reactants: CC(C)S(=O)(=O)Cl (2-propyl-sulphonyl chloride), NC=1C=CC(=C(C1)C=1NC(C2=C(N1)C=CC=N2)=O)OCC (2- (5-Amino-2-ethoxyphenyl)pyrido [3,2-d]pyrimidin-4(3H)-one). Product: C(C)OC1=C(C=C(C=C1)NS(=O)(=O)C(C)C)C=1NC(C2=C(N1)C=CC=N2)=O (2-[2-Ethoxy-5-(2-propylsulphonylamino)phenyl]pyrido-[3,2-d]pyrimidin-4(3H)-one), solid. The yield is 59.0%. RXN SMILES: [CH3:1][CH:2]([S:4](Cl)(=[O:6])=[O:5])[CH3:3].[NH2:8][C:9]1[CH:10]=[CH:11][C:12]([O:26][CH2:27][CH3:28])=[C:13]([C:15]2[NH:16][C:17](=[O:25])[C:18]3[N:24]=[CH:23][CH:22]=[CH:21][C:19]=3[N:20]=2)[CH:14]=1>>[CH2:27]([O:26][C:12]1[CH:11]=[CH:10][C:9]([NH:8][S:4]([CH:2]([CH3:3])[CH3:1])(=[O:6])=[O:5])=[CH:14][C:13]=1[C:15]1[NH:16][C:17](=[O:25])[C:18]2[N:24]=[CH:23][CH:22]=[CH:21][C:19]=2[N:20]=1)[CH3:28]. Reported procedure: The title compound was prepared using 2-propyl-sulphonyl chloride and 2-(5-amino-2-ethoxyphenyl)-pyrido[3,2-d]pyrimidin-4(3H)-one (Example 20), following the procedure of Example 12, and was obtained as a hydrated solid (59%), m.p. 211°-213° C. Found: C,54.98; H,5.07; N;14.21. C18H20N4O4S;0.25 H2O requires C,55.02; H,5.26; N,14.26%. The product is Cl.CN(C1(CCC(CC1)CCNC(=S)NCCC1=CNC2=CC=CC=C12)C1=CC=CC=C1)C (1-[2-(4-dimethylamino-4-phenylcyclohexyl)-ethyl]-3-[2-(1H-indol-3-yl)ethyl]thiourea hydrochloride). As a reaction SMILES: Cl.[CH3:2][N:3]([CH3:33])[C:4]1([C:27]2[CH:32]=[CH:31][CH:30]=[CH:29][CH:28]=2)[CH2:9][CH2:8][CH:7]([CH2:10][CH2:11][NH:12][C:13]([NH:15][CH2:16][CH2:17][C:18]2[C:26]3[C:21](=[CH:22][CH:23]=[CH:24][CH:25]=3)[NH:20][CH:19]=2)=[S:14])[CH2:6][CH2:5]1.C[Si](C)(C)[Cl:36]>CC(CC)=O>[ClH:36].[CH3:33][N:3]([CH3:2])[C:4]1([C:27]2[CH:28]=[CH:29][CH:30]=[CH:31][CH:32]=2)[CH2:9][CH2:8][CH:7]([CH2:10][CH2:11][NH:12][C:13]([NH:15][CH2:16][CH2:17][C:18]2[C:26]3[C:21](=[CH:22][CH:23]=[CH:24][CH:25]=3)[NH:20][CH:19]=2)=[S:14])[CH2:6][CH2:5]1 |f:4.5|. Run in CC(=O)CC (ethyl methyl ketone). Procedure: In order to produce the hydrochloride, the more nonpolar diastereoisomer of 1-[2-(4-dimethylamino-4-phenylcyclohexyl)ethyl]-3-[2-(1H-indol-3-yl)ethyl]thiourea (230 mg, 0.5 mmole) was dissolved in ethyl methyl ketone (5 ml) and combined with trimethylchlorosilane (2.5 ml, 26.8 mmole). The colorless solid which precipitated out was removed by suction filtration after 2 h, washed with ethyl methyl ketone (3×5 ml) and then dried. The more nonpolar diastereoisomer of 1-[2-(4-dimethylamino-4-phenylcyc... Starting materials: Cl (hydrochloride), CN(C1(CCC(CC1)CCNC(=S)NCCC1=CNC2=CC=CC=C12)C1=CC=CC=C1)C (1-[2-(4-dimethylamino-4-phenylcyclohexyl)ethyl]-3-[2-(1H-indol-3-yl)ethyl]thiourea), C[Si](Cl)(C)C (trimethylchlorosilane). Starting materials: C(C)(C)N(CC)C(C)C (diisopropylethylamine), C(C1=CC=CC=C1)OC(=O)N(C(=N)NC(=O)OCC1=CC=CC=C1)C[C@@H]1CC[C@H](CC1)C(=O)Cl (trans-4-(1,3-dibenzyloxycarbonylguanidinomethyl)cyclohexanecarboxylic chloride), C(C)(C)N(CC)C(C)C (diisopropylethylamine), NC1=C2C(=NC=C1)NC=C2 (4-amino-1H-pyrrolo[2,3-b]pyridine), C(C1=CC=CC=C1)OC(=O)N(C(=N)NC(=O)OCC1=CC=CC=C1)C[C@@H]1CC[C@H](CC1)C(=O)Cl (Trans-4-(1,3-dibenzyloxycarbonylguanidinomethyl)cyclohexanecarboxylic chloride), C[O-].[Na+] (Sodium methoxide). The solvent is CO (methanol), C(C)#N (acetonitrile). Conditions: temperature 40 celsius. Product: N1C=CC=2C1=NC=CC2NC(=O)[C@@H]2CC[C@H](CC2)CN(C(=N)N)C(=O)OCC2=CC=CC=C2 (trans-N-(1H-pyrrolo[2,3-b]pyridin-4-yl)-4-(1-benzyloxycarbonylguanidinomethyl)cyclohexanecarboxamide). Isolated yield 43.6%. As a reaction SMILES: [NH2:1][C:2]1[CH:7]=[CH:6][N:5]=[C:4]2[NH:8][CH:9]=[CH:10][C:3]=12.C(N(C(C)C)CC)(C)C.[CH2:20]([O:27][C:28]([N:30]([CH2:44][C@H:45]1[CH2:50][CH2:49][C@H:48]([C:51](Cl)=[O:52])[CH2:47][CH2:46]1)[C:31]([NH:33]C(OCC1C=CC=CC=1)=O)=[NH:32])=[O:29])[C:21]1[CH:26]=[CH:25][CH:24]=[CH:23][CH:22]=1.C[O-].[Na+]>C(#N)C.CO>[NH:8]1[C:4]2=[N:5][CH:6]=[CH:7][C:2]([NH:1][C:51]([C@H:48]3[CH2:47][CH2:46][C@H:45]([CH2:44][N:30]([C:28]([O:27][CH2:20][C:21]4[CH:22]=[CH:23][CH:24]=[CH:25][CH:26]=4)=[O:29])[C:31]([NH2:33])=[NH:32])[CH2:50][CH2:49]3)=[O:52])=[C:3]2[CH:10]=[CH:9]1 |f:3.4|. Procedure details: To a solution of 4-amino-1H-pyrrolo[2,3-b]pyridine (2.46 g) dissolved in acetonitrile (100 ml) was added diisopropylethylamine (6.5 ml). The mixture was stirred at 40° C. Trans-4-(1,3-dibenzyloxycarbonylguanidinomethyl)cyclohexanecarboxylic chloride (19.86 g) was added to this solution and the mixture was stirred at 50° C. for 2 hours. Then, diisopropylethylamine (6 ml) and trans-4-(1,3-dibenzyloxycarbonylguanidinomethyl)cyclohexanecarboxylic chloride (15.03 g) were added thereto and the mixture... The reactants are O=C(CN1C(=CC=C1)C(=O)OC)C1=CC=NC=C1 (methyl 1-[2-oxo-2-(pyridin-4-yl)ethyl]-1H-pyrrole-2-carboxylate), C(CN)N (ethane-1,2-diamine). Solvent: O1CCOCC1 (1,4-dioxane). Product: N1=CC=C(C=C1)C12N(C(C=3N(C1)C=CC3)=O)CCN2 (10a-(pyridin-4-yl)-2,3,10,10a-tetrahydro-1H,5H-imidazo[1,2-a]pyrrolo[1,2-d]pyrazin-5-one). Yield: 59.8%. RXN SMILES: O=[C:2]([C:13]1[CH:18]=[CH:17][N:16]=[CH:15][CH:14]=1)[CH2:3][N:4]1[CH:8]=[CH:7][CH:6]=[C:5]1[C:9]([O:11]C)=O.[CH2:19]([NH2:22])[CH2:20][NH2:21]>O1CCOCC1>[N:16]1[CH:17]=[CH:18][C:13]([C:2]23[NH:22][CH2:19][CH2:20][N:21]2[C:9](=[O:11])[C:5]2[N:4]([CH:8]=[CH:7][CH:6]=2)[CH2:3]3)=[CH:14][CH:15]=1. Procedure: To a solution of methyl 1-[2-oxo-2-(pyridin-4-yl)ethyl]-1H-pyrrole-2-carboxylate (55 mg, 0.23 mmol) in 1,4-dioxane (10 mL) was added ethane-1,2-diamine (0.6 mL, 9.0 mmol). The mixture was heated at reflux for 64 hours and then concentrated in vacuo to give a residue that was purified by flash chromatography (Biotage SP4, gradient CH2Cl2 3 CV, 0 to 10% methanol in CH2Cl2 10 CV, hold 10% MeOH 10 CV) to give 10a-(pyridin-4-yl)-2,3,10,10a-tetrahydro-1H,5H-imidazo[1,2-a]pyrrolo[1,2-d]pyrazin-5-one as...